From a dataset of the Open Reaction Database (ORD), a public repository of structured organic reaction records. describe an organic reaction: reactants, conditions, products, and yield The reactants are Cl, NCc1csc2cncn12, N#CO[Na], O. Product: NC(=O)NCc1csc2cncn12. As a reaction SMILES: [ClH:1].[NH2:2][CH2:3][c:4]1[n:5]2[c:6]([s:7][cH:8]1)[cH:9][n:10][cH:11]2.[Na:12][O:13][C:14]#[N:15].[OH2:16]>>[NH:2]([CH2:3][c:4]1[n:5]2[c:6]([s:7][cH:8]1)[cH:9][n:10][cH:11]2)[C:14](=[O:13])[NH2:15]. The reactants are N#N (N2), solution, ClC1=C(C(=O)OCC)C=C(C(=C1)C(=O)OCC)C1=CC=C2C=CC3=CC=CC4=CC=C1C2=C34 (diethyl 2-chloro-5-pyren-1-ylterephthalate), C1(=CC=CC2=CC=CC=C12)B(O)O (1-naphthylboronic acid), C(=O)([O-])[O-].[Cs+].[Cs+] (Cs2CO3), C(C)(C)(C)P(C(C)(C)C)C(C)(C)C (tri-tert-butylphosphine). Reagents/catalysts: CC(=O)[O-].CC(=O)[O-].[Pd+2] (Pd(OAc)2). Run in CCO (EtOH), O1CCOCC1 (dioxane), C1(=CC=CC=C1)C (toluene), O (water). Product: C1(=CC=CC2=CC=CC=C12)C1=C(C(=O)OCC)C=C(C(=C1)C(=O)OCC)C1=CC=C2C=CC3=CC=CC4=CC=C1C2=C34 (Diethyl 2-naphthalen-1-yl-5-pyren-1-ylterephthalate). As a reaction SMILES: Cl[C:2]1[CH:12]=[C:11]([C:13]([O:15][CH2:16][CH3:17])=[O:14])[C:10]([C:18]2[C:31]3[C:32]4=[C:33]5[C:28](=[CH:29][CH:30]=3)[CH:27]=[CH:26][CH:25]=[C:24]5[CH:23]=[CH:22][C:21]4=[CH:20][CH:19]=2)=[CH:9][C:3]=1[C:4]([O:6][CH2:7][CH3:8])=[O:5].[C:34]1(B(O)O)[C:43]2[C:38](=[CH:39][CH:40]=[CH:41][CH:42]=2)[CH:37]=[CH:36][CH:35]=1.C([O-])([O-])=O.[Cs+].[Cs+].N#N.C(P(C(C)(C)C)C(C)(C)C)(C)(C)C>O1CCOCC1.C1(C)C=CC=CC=1.CC([O-])=O.CC([O-])=O.[Pd+2].CCO.O>[C:34]1([C:2]2[CH:12]=[C:11]([C:13]([O:15][CH2:16][CH3:17])=[O:14])[C:10]([C:18]3[C:31]4[C:32]5=[C:33]6[C:28](=[CH:29][CH:30]=4)[CH:27]=[CH:26][CH:25]=[C:24]6[CH:23]=[CH:22][C:21]5=[CH:20][CH:19]=3)=[CH:9][C:3]=2[C:4]([O:6][CH2:7][CH3:8])=[O:5])[C:43]2[C:38](=[CH:39][CH:40]=[CH:41][CH:42]=2)[CH:37]=[CH:36][CH:35]=1 |f:2.3.4,9.10.11|. Procedure: 43.5 g (90 mmol) of diethyl 2-chloro-5-pyren-1-ylterephthalate, 21.5 g (120 mmol) of 1-naphthylboronic acid and 58.1 g of Cs2CO3 are initially introduced in 230 ml of dry dioxane, and the mixture is saturated with N2 for 30 min. 2.7 ml of a 1.0 M solution of tri-tert-butylphosphine in toluene, followed by 300 mg (1.3 mmol) of Pd(OAc)2, are then added. The mixture is heated at the boil for 4 h and extended with water and EtOH, and the precipitate is filtered off with suction, washed with water an... Reactants: [N+](=O)([O-])C1=CC=C(C=C1)N1CCN(CC1)CCN (4-(4-nitrophenyl)piperazin-1-ylethylamine), C1(=CC=CC=C1)N1N=C(C=C1C=1OC=CC1)C=O (1-phenyl-5-(2-furyl)pyrazole-3-carbaldehyde). Yields the product O1C(=CC=C1)C1=CC(=NN1C1=CC=CC=C1)CNCCN1CCN(CC1)C1=CC=C(C=C1)[N+](=O)[O-] (5-(furan-2-yl)-3-{2-[4-(4-nitrophenyl)piperazin-1-yl]ethyl}aminomethyl-1-phenylpyrazole). The yield is 93.3%. Reaction SMILES: [N+:1]([C:4]1[CH:9]=[CH:8][C:7]([N:10]2[CH2:15][CH2:14][N:13]([CH2:16][CH2:17][NH2:18])[CH2:12][CH2:11]2)=[CH:6][CH:5]=1)([O-:3])=[O:2].[C:19]1([N:25]2[C:29]([C:30]3[O:31][CH:32]=[CH:33][CH:34]=3)=[CH:28][C:27]([CH:35]=O)=[N:26]2)[CH:24]=[CH:23][CH:22]=[CH:21][CH:20]=1>>[O:31]1[CH:32]=[CH:33][CH:34]=[C:30]1[C:29]1[N:25]([C:19]2[CH:20]=[CH:21][CH:22]=[CH:23][CH:24]=2)[N:26]=[C:27]([CH2:35][NH:18][CH2:17][CH2:16][N:13]2[CH2:12][CH2:11][N:10]([C:7]3[CH:6]=[CH:5][C:4]([N+:1]([O-:3])=[O:2])=[CH:9][CH:8]=3)[CH2:15][CH2:14]2)[CH:28]=1. Procedure details: Compound 54 was prepared using the same method as that of Example 1 except that 4-(4-nitrophenyl)piperazin-1-ylethylamine and 1-phenyl-5-(2-furyl)pyrazole-3-carbaldehyde were used. Reactants: ClC1=C(N=CC(=N1)NC(=O)C1CC1)C1=C(C=NC=C1)Cl (N-[6-chloro-5-(3-chloropyridin-4-yl)pyrazin-2-yl]cyclopropanecarboxamide), C(CCC)[Sn](C1=NC=CC=C1)(CCCC)CCCC (2-(tributylstannyl)pyridine). The reagents and catalysts are C=1C=CC(=CC1)[P](C=2C=CC=CC2)(C=3C=CC=CC3)[Pd]([P](C=4C=CC=CC4)(C=5C=CC=CC5)C=6C=CC=CC6)([P](C=7C=CC=CC7)(C=8C=CC=CC8)C=9C=CC=CC9)[P](C=1C=CC=CC1)(C=1C=CC=CC1)C=1C=CC=CC1 (tetrakis(triphenylphosphine)palladium). The solvent is C=1(C(=CC=CC1)C)C (xylene). Reaction conditions: time 20 hour. Product: ClC=1C=NC=CC1C=1N=CC(=NC1C1=NC=CC=C1)NC(=O)C1CC1 (N-[5-(3-Chloropyridin-4-yl)-6-pyridin-2-ylpyrazin-2-yl]cyclopropanecarboxamide). The yield is 48.1%. As a reaction SMILES: Cl[C:2]1[N:7]=[C:6]([NH:8][C:9]([CH:11]2[CH2:13][CH2:12]2)=[O:10])[CH:5]=[N:4][C:3]=1[C:14]1[CH:19]=[CH:18][N:17]=[CH:16][C:15]=1[Cl:20].C([Sn](CCCC)(CCCC)[C:26]1[CH:31]=[CH:30][CH:29]=[CH:28][N:27]=1)CCC>C1C=CC([P]([Pd]([P](C2C=CC=CC=2)(C2C=CC=CC=2)C2C=CC=CC=2)([P](C2C=CC=CC=2)(C2C=CC=CC=2)C2C=CC=CC=2)[P](C2C=CC=CC=2)(C2C=CC=CC=2)C2C=CC=CC=2)(C2C=CC=CC=2)C2C=CC=CC=2)=CC=1.C1(C)C(C)=CC=CC=1>[Cl:20][C:15]1[CH:16]=[N:17][CH:18]=[CH:19][C:14]=1[C:3]1[N:4]=[CH:5][C:6]([NH:8][C:9]([CH:11]2[CH2:13][CH2:12]2)=[O:10])=[N:7][C:2]=1[C:26]1[CH:31]=[CH:30][CH:29]=[CH:28][N:27]=1 |^1:43,45,64,83|. Reported procedure: An oven dried resealable Schlenk tube was charged with N-[6-chloro-5-(3-chloropyridin-4-yl)pyrazin-2-yl]cyclopropanecarboxamide (0.2 g, 0.65 mmol), 2-(tributylstannyl)pyridine (0.38 g, 1.04 mmol) and xylene (4 mL). The Schienk tube was subjected to three cycles of evacuation-backfilling with argon, and tetrakis(triphenylphosphine)palladium (75 mg, 0.065 mmol) was added. After three new cycles of evacuation-backfilling with argon, the Schlenk tube was capped and placed in a 150° C. oil bath. Afte... The reactants are CCOCC, COCCBr, [K+], O=C1CCCCC1, O, O=S(=O)([O-])O, c1ccccc1. Product: COCCC1CCCCC1=O. As a reaction SMILES: [CH3:25][CH2:26][O:27][CH2:28][CH3:29].[CH3:8][O:9][CH2:10][CH2:11][Br:12].[K+:24].[O:1]=[C:2]1[CH2:3][CH2:4][CH2:5][CH2:6][CH2:7]1.[OH2:30].[S:19]([O-:20])([OH:21])(=[O:22])=[O:23].[cH:13]1[cH:14][cH:15][cH:16][cH:17][cH:18]1>>[O:1]=[C:2]1[CH:3]([CH2:11][CH2:10][O:9][CH3:8])[CH2:4][CH2:5][CH2:6][CH2:7]1.